From a dataset of the Open Reaction Database (ORD), a public repository of structured organic reaction records. describe an organic reaction: reactants, conditions, products, and yield Starting materials: CN(C=1OCC(N1)=O)C (2-dimethylamino-2-oxazolin-4-one), C(C1=CC=CC=C1)OC(=O)N1C=C(C2=CC(=CC=C12)Cl)CCl (1-benzyloxycarbonyl-5-chloro-3-chloromethylindol), C(C)(C)NC(C)C (diisopropylamine), solution, C(CCC)[Li] (n-butyllithium). Solvent: O (water), O1CCCC1 (tetrahydrofuran), CCCCCC (hexane). Reaction conditions: temperature -78 celsius, time 30 minute. Yields the product ClC=1C=C2C(=CNC2=CC1)CC1C(N=C(O1)N(C)C)=O ((5-chloroindol-3-yl)methyl-2-dimethylamino-2-oxazolin-4-one). The yield is 19.0%. As a reaction SMILES: C(NC(C)C)(C)C.C([Li])CCC.[CH3:13][N:14]([CH3:21])[C:15]1[O:16][CH2:17][C:18](=[O:20])[N:19]=1.C(OC([N:32]1[C:40]2[C:35](=[CH:36][C:37]([Cl:41])=[CH:38][CH:39]=2)[C:34]([CH2:42]Cl)=[CH:33]1)=O)C1C=CC=CC=1>O1CCCC1.CCCCCC.O>[Cl:41][C:37]1[CH:36]=[C:35]2[C:40](=[CH:39][CH:38]=1)[NH:32][CH:33]=[C:34]2[CH2:42][CH:17]1[O:16][C:15]([N:14]([CH3:21])[CH3:13])=[N:19][C:18]1=[O:20]. Procedure details: To a solution of diisopropylamine (1.18 ml) in tetrahydrofuran (24 ml) was added a 1.6 M solution (5.24 ml) of n-butyllithium in hexane under ice cooling. The mixture was cooled to −78° C., to which was added 2-dimethylamino-2-oxazolin-4-one (1.07 g). The mixture was stirred for 30 minutes at room temperature and cooled again to −78° C. 1-benzyloxycarbonyl-5-chloro-3-chloromethylindol (1.40 g) was added. The whole was stirred at −78° C. to −40° C. for 30 minutes, at 0° C. for 2 hours and at room... Starting materials: C(C)C=1N=C(N(C1C(=O)OCCC)CC1=CC=C(C=C1)C1=C(C=CC=C1)C1=NN=NN1C(C1=CC=CC=C1)(C1=CC=CC=C1)C1=CC=CC=C1)CCC (propyl 4-ethyl-2-propyl-1-[[2'-(N-triphenylmethyl(tetrazol-5-yl))biphenyl-4-yl]methyl]imidazole-5-carboxylate). Reagents/catalysts: Cl (HCl). The solvent is CO (methanol). Yields the product C(C)C=1N=C(N(C1C(=O)OCCC)CC1=CC=C(C=C1)C1=C(C=CC=C1)C1=NN=NN1)CCC (Propyl 4-ethyl-2-propyl-1-[[2'-(tetrazol-5-yl)biphenyl-4-yl]methyl]imidazole-5-carboxylate). Isolated yield 39.8%. Reaction SMILES: [CH2:1]([C:3]1[N:4]=[C:5]([CH2:51][CH2:52][CH3:53])[N:6]([CH2:14][C:15]2[CH:20]=[CH:19][C:18]([C:21]3[CH:26]=[CH:25][CH:24]=[CH:23][C:22]=3[C:27]3[N:31](C(C4C=CC=CC=4)(C4C=CC=CC=4)C4C=CC=CC=4)[N:30]=[N:29][N:28]=3)=[CH:17][CH:16]=2)[C:7]=1[C:8]([O:10][CH2:11][CH2:12][CH3:13])=[O:9])[CH3:2]>CO.Cl>[CH2:1]([C:3]1[N:4]=[C:5]([CH2:51][CH2:52][CH3:53])[N:6]([CH2:14][C:15]2[CH:20]=[CH:19][C:18]([C:21]3[CH:26]=[CH:25][CH:24]=[CH:23][C:22]=3[C:27]3[NH:31][N:30]=[N:29][N:28]=3)=[CH:17][CH:16]=2)[C:7]=1[C:8]([O:10][CH2:11][CH2:12][CH3:13])=[O:9])[CH3:2]. Procedure: 0.96 g of propyl 4-ethyl-2-propyl-1-[[2'-(N-triphenylmethyl(tetrazol-5-yl))biphenyl-4-yl]methyl]imidazole-5-carboxylate was dissolved in 22 mL of methanol and then 4.8 g silica gel and 6 drops of 6N HCl were added. The gel was filtered away after 3 days and the resulting silica was washed with CH2Cl2 and then ethyl acetate. The combined organic solutions were evaporated and the residue was chromatographed with a gradient of 0 to 5% methanol in chloroform to provide 0.25 g of the title compound. Reactants: solution, N (NH3), crude product, C(C)OC(CN(C1=NC(=NS1)N1C=NC=C1)CCCN(C(=O)OC(C)(C)C)CC1=CC2=C(OCO2)C=C1)=O ([[3-(benzo[1,3]dioxol-5-ylmethyl-tert-butoxycarbonyl-amino)-propyl]-(3-imidazol-1-yl-[1,2,4]thiadiazol-5-yl)-amino]-acetic acid ethyl ester). Run in CO (MeOH), CCOC(=O)C (EtOAc). Conditions: time 30 minute. Yields the product O1COC2=C1C=CC(=C2)CNCCCN(CC(=O)N)C2=NC(=NS2)N2C=NC=C2 (2-[{3-[(benzo[1,3]dioxol-5-ylmethyl)-amino]-propyl}-(3-imidazol-1-yl-[1,2,4]thiadiazol-5-yl)-amino]-acetamide). Isolated yield 60.0%. RXN SMILES: C([O:3][C:4](=O)[CH2:5][N:6]([CH2:17][CH2:18][CH2:19][N:20]([CH2:28][C:29]1[CH:37]=[CH:36][C:32]2[O:33][CH2:34][O:35][C:31]=2[CH:30]=1)C(OC(C)(C)C)=O)[C:7]1[S:11][N:10]=[C:9]([N:12]2[CH:16]=[CH:15][N:14]=[CH:13]2)[N:8]=1)C.[NH3:39]>CO.CCOC(C)=O>[O:33]1[C:32]2[CH:36]=[CH:37][C:29]([CH2:28][NH:20][CH2:19][CH2:18][CH2:17][N:6]([C:7]3[S:11][N:10]=[C:9]([N:12]4[CH:16]=[CH:15][N:14]=[CH:13]4)[N:8]=3)[CH2:5][C:4]([NH2:39])=[O:3])=[CH:30][C:31]=2[O:35][CH2:34]1. Procedure: A mixture of [[3-(benzo[1,3]dioxol-5-ylmethyl-tert-butoxycarbonyl-amino)-propyl]-(3-imidazol-1-yl-[1,2,4]thiadiazol-5-yl)-amino]-acetic acid ethyl ester from Step 1 (115 mg, 211 μmol) and a 2.0 M solution NH3 in MeOH (10 mL) was stirred at r.t. for 24 h. The reaction mixture was concentrated to a yellow oil. The crude residue was dissolved in TFA/DCM (1:1, 3 mL) and stirred at room temperature for 30 min. The solvent was evaporated to afford an orange oil. The crude product was diluted with EtOA... The reactants are CC(O)CO, CC(C)=CCCC(C)=CCCC(C)=CCCC(C)CC#N, Cl, [K+], [OH-], O. Product: CC(C)=CCCC(C)=CCCC(C)=CCCC(C)CC(=O)O. Reaction SMILES: [CH2:24]([OH:25])[CH:26]([OH:27])[CH3:28].[CH3:1][CH:2]([CH2:3][C:4]#[N:5])[CH2:6][CH2:7][CH:8]=[C:9]([CH2:10][CH2:11][CH:12]=[C:13]([CH2:14][CH2:15][CH:16]=[C:17]([CH3:18])[CH3:19])[CH3:20])[CH3:21].[ClH:29].[K+:23].[OH-:22].[OH2:30]>>[CH3:1][CH:2]([CH2:3][C:4](=[O:22])[OH:27])[CH2:6][CH2:7][CH:8]=[C:9]([CH2:10][CH2:11][CH:12]=[C:13]([CH2:14][CH2:15][CH:16]=[C:17]([CH3:18])[CH3:19])[CH3:20])[CH3:21].